From a dataset of the Open Reaction Database (ORD), a public repository of structured organic reaction records. describe an organic reaction: reactants, conditions, products, and yield Reactants: C1(=CC=CC=C1)C1=CC=CC=C1 (biphenyl), Ba(OH)2, CC(=O)C (acetone), C(CC)C1=CC=C(C=C1)B(O)O (4-propylphenylboronic acid), OCC(C)(CO)C (neopentyl glycol). Reagents/catalysts: CC(=O)[O-].CC(=O)[O-].[Pd+2] (Pd(OAc)2). Solvent: CC(C)O (i-PrOH). The product is C1(=CC=CC=C1)C=1C(=CC=CC1)C1=CC=CC=C1 (terphenyl). The yield is 89.0%. RXN SMILES: [C:1]1([C:7]2[CH:12]=[CH:11][CH:10]=[CH:9][CH:8]=2)[CH:6]=[CH:5][CH:4]=[CH:3][CH:2]=1.C([C:16]1[CH:21]=[CH:20][C:19](B(O)O)=[CH:18][CH:17]=1)CC.OCC(C)(CO)C.CC(C)=O>CC(O)C.CC([O-])=O.CC([O-])=O.[Pd+2]>[C:1]1([C:7]2[C:8]([C:16]3[CH:21]=[CH:20][CH:19]=[CH:18][CH:17]=3)=[CH:9][CH:10]=[CH:11][CH:12]=2)[CH:6]=[CH:5][CH:4]=[CH:3][CH:2]=1 |f:5.6.7|. Procedure: A solution of (2 mmol) of 8, (2.2 mmol) of 4-propylphenylboronic acid, 250 mg (2.40 mmol) of neopentyl glycol, 1:53 g (4.84 mmol) of Ba(OH)2. 8H2O, 1.35 ml (0.103 mmol, 5 mol %) of a 76 mM acetone solution of Pd(OAc)2 in 20 ml of 95% i-PrOH is stirred at 80° for 12 hours. The solvent is subsequently removed under reduced pressure. 5 ml of 2 M HCl are added to the residue, and the mixture is extracted with dichloromethane (3×5 ml). The combined organic phases are dried over MgSO4 and filtered thr... Starting materials: COC(=O)c1cc(Br)cc(C(=O)OC)c1, O=C([O-])[O-], c1ccc(CN2CCNCC2)cc1, Cc1ccccc1, [Cs+], [Cs+], CC(=O)[O-], CC(=O)[O-], [Pd+2], c1ccc(P(c2ccccc2)c2ccc3ccccc3c2-c2c(P(c3ccccc3)c3ccccc3)ccc3ccccc23)cc1. Product: COC(=O)c1cc(C(=O)OC)cc(N2CCN(Cc3ccccc3)CC2)c1. As a reaction SMILES: [Br:1][c:2]1[cH:3][c:4]([C:12](=[O:13])[O:14][CH3:15])[cH:5][c:6]([C:7](=[O:8])[O:9][CH3:10])[cH:11]1.[C:29](=[O:30])([O-:31])[O-:32].[CH2:16]([c:17]1[cH:18][cH:19][cH:20][cH:21][cH:22]1)[N:23]1[CH2:24][CH2:25][NH:26][CH2:27][CH2:28]1.[CH3:81][c:82]1[cH:83][cH:84][cH:85][cH:86][cH:87]1.[Cs+:33].[Cs+:34].[O-:89][C:90]([CH3:91])=[O:92].[O-:93][C:94]([CH3:95])=[O:96].[Pd+2:88].[cH:35]1[cH:36][cH:37][c:38]([P:39]([c:40]2[cH:41][cH:42][c:43]3[c:44]([cH:45][cH:46][cH:47][cH:48]3)[c:49]2-[c:50]2[c:51]3[c:52]([cH:53][cH:54][cH:55][cH:56]3)[cH:57][cH:58][c:59]2[P:60]([c:61]2[cH:62][cH:63][cH:64][cH:65][cH:66]2)[c:67]2[cH:68][cH:69][cH:70][cH:71][cH:72]2)[c:73]2[cH:74][cH:75][cH:76][cH:77][cH:78]2)[cH:79][cH:80]1>>[c:2]1([N:26]2[CH2:25][CH2:24][N:23]([CH2:16][c:17]3[cH:18][cH:19][cH:20][cH:21][cH:22]3)[CH2:28][CH2:27]2)[cH:3][c:4]([C:12](=[O:13])[O:14][CH3:15])[cH:5][c:6]([C:7](=[O:8])[O:9][CH3:10])[cH:11]1. Reactants: ClC(Cl)Cl, C=C(C)OC(=O)Cl, O=[N+]([O-])c1ccc(O)cc1, c1ccncc1. The product is C=C(C)OC(=O)Oc1ccc([N+](=O)[O-])cc1. Reaction SMILES: [CH:24]([Cl:25])([Cl:26])[Cl:27].[Cl:1][C:2](=[O:3])[O:4][C:5](=[CH2:6])[CH3:7].[N+:8](=[O:9])([O-:10])[c:11]1[cH:12][cH:13][c:14]([OH:17])[cH:15][cH:16]1.[cH:18]1[cH:19][cH:20][n:21][cH:22][cH:23]1>>[C:2](=[O:3])([O:4][C:5](=[CH2:6])[CH3:7])[O:17][c:14]1[cH:13][cH:12][c:11]([N+:8](=[O:9])[O-:10])[cH:16][cH:15]1. The reactants are CCCCCCNC, CCOCC, O=C(Cl)Cl. Product: CCCCCCN(C)C(=O)Cl. RXN SMILES: [CH2:5]([CH2:6][CH2:7][CH2:8][CH2:9][CH3:10])[NH:11][CH3:12].[CH3:13][CH2:14][O:15][CH2:16][CH3:17].[Cl:1][C:2]([Cl:3])=[O:4]>>[Cl:1][C:2](=[O:4])[N:11]([CH2:5][CH2:6][CH2:7][CH2:8][CH2:9][CH3:10])[CH3:12]. Starting materials: ClC1=NC=2C=CC=CC2C2=C1N=C(N2CC2=CC(=NO2)C2=CC=C(C=C2)F)C (4-Chloro-1-{[3-(4-fluorophenyl)isoxazol-5-yl]methyl}-2-methyl-1H-imidazo[4,5-c]quinoline), N (ammonia). Solvent: CO (methanol). Conditions: time 16 hour. Yields the product FC1=CC=C(C=C1)C1=NOC(=C1)CN1C(=NC=2C(=NC=3C=CC=CC3C21)N)C (1-{[3-(4-fluorophenyl)isoxazol-5-yl]methyl}-2-methyl-1H-imidazo[4,5-c]quinolin-4-amine). RXN SMILES: Cl[C:2]1[C:11]2[N:12]=[C:13]([CH3:28])[N:14]([CH2:15][C:16]3[O:20][N:19]=[C:18]([C:21]4[CH:26]=[CH:25][C:24]([F:27])=[CH:23][CH:22]=4)[CH:17]=3)[C:10]=2[C:9]2[CH:8]=[CH:7][CH:6]=[CH:5][C:4]=2[N:3]=1.[NH3:29]>CO>[F:27][C:24]1[CH:25]=[CH:26][C:21]([C:18]2[CH:17]=[C:16]([CH2:15][N:14]3[C:10]4[C:9]5[CH:8]=[CH:7][CH:6]=[CH:5][C:4]=5[N:3]=[C:2]([NH2:29])[C:11]=4[N:12]=[C:13]3[CH3:28])[O:20][N:19]=2)=[CH:22][CH:23]=1. Reported procedure: 4-Chloro-1-{[3-(4-fluorophenyl)isoxazol-5-yl]methyl}-2-methyl-1H-imidazo[4,5-c]quinoline (2.307 g, 5.873 mmol) was treated according to the method described in Part B of Example 27 using 60 mL of 7 N ammonia in methanol. Following the purification steps, the solid product was stirred for 16 hours in 25% potassium hydroxide in ethanol, isolated by filtration, washed with water and isopropyl alcohol, and dried. The resulting white solid was stirred for one hour with 6 N hydrogen chloride in ethano... Reactants: P(=O)([O-])([O-])[O-].[K+].[K+].[K+] (potassium phosphate), CN1CC2=C(NC=3C=CC(=CC23)C)CC1 (2,3,4,5-Tetrahydro-2,8-dimethyl-1H-pyrido[4,3-b]indole), BrC=C(C)C=1C=C(C=CC1)SC ((3-(1-Bromoprop-1-en-2-yl)phenyl)(methyl)sulfane), N1[C@H](C(=O)O)CCC1 (L-proline). The reagents and catalysts are [Cu]I (copper (I) iodide). Run in CN(C)C=O (DMF). Run at temperature 85 celsius, time 8 hour. The product is CN1CC2=C(N(C=3C=CC(=CC23)C)\C=C(/C)\C2=CC(=CC=C2)SC)CC1 ((E)-2,8-dimethyl-5-(2-(3-(methylthio)phenyl)prop-1-enyl)-2,3,4,5-tetrahydro-1H-pyrido[4,3-b]indole). RXN SMILES: Br[CH:2]=[C:3]([C:5]1[CH:6]=[C:7]([S:11][CH3:12])[CH:8]=[CH:9][CH:10]=1)[CH3:4].P([O-])([O-])([O-])=O.[K+].[K+].[K+].N1CCC[C@H]1C(O)=O.[CH3:29][N:30]1[CH2:43][CH2:42][C:33]2[NH:34][C:35]3[CH:36]=[CH:37][C:38]([CH3:41])=[CH:39][C:40]=3[C:32]=2[CH2:31]1>CN(C=O)C.[Cu]I>[CH3:29][N:30]1[CH2:43][CH2:42][C:33]2[N:34](/[CH:2]=[C:3](/[C:5]3[CH:10]=[CH:9][CH:8]=[C:7]([S:11][CH3:12])[CH:6]=3)\[CH3:4])[C:35]3[CH:36]=[CH:37][C:38]([CH3:41])=[CH:39][C:40]=3[C:32]=2[CH2:31]1 |f:1.2.3.4|. Reported procedure: (3-(1-Bromoprop-1-en-2-yl)phenyl)(methyl)sulfane (194 mg, 0.8 mmol) was dissolved in DMF (5 mL) and potassium phosphate (424 mg, 2 mmol) was added followed by copper (I) iodide (19 mg, 0.1 mmol) and L-proline (23 mg, 0.2 mmol). 2,3,4,5-Tetrahydro-2,8-dimethyl-1H-pyrido[4,3-b]indole (200 mg, 1 mmol) was added and the mixture purged with nitrogen for 2 min. The reaction mixture was stirred at 85° C. overnight. Water was added and the solid mass was filtered under vacuum. The crude product was puri...